This data is from the Open Reaction Database (ORD), a public repository of structured organic reaction records. The task is: describe an organic reaction: reactants, conditions, products, and yield The reactants are C[Si](C)(C)CCOCN(CC(N)=O)S(=O)(=O)c1cccc(C#CCCOCCCCCCBr)c1, C[Si](C)(C)CCOCN(CC(N)=O)S(=O)(=O)c1cccc(C#CCCOCCCCCCI)c1, CC1(C)OCc2cc(C(O)CN)ccc2O1, CN(C)C=O. Product: CC1(C)OCc2cc(C(O)CNCCCCCCOCCC#Cc3cccc(S(=O)(=O)N(COCC[Si](C)(C)C)CC(N)=O)c3)ccc2O1. As a reaction SMILES: [Br:51][CH2:52][CH2:53][CH2:54][CH2:55][CH2:56][CH2:57][O:58][CH2:59][CH2:60][C:61]#[C:62][c:63]1[cH:64][c:65]([S:66]([N:67]([CH2:68][O:69][CH2:70][CH2:71][Si:72]([CH3:73])([CH3:74])[CH3:75])[CH2:76][C:77]([NH2:78])=[O:79])(=[O:80])=[O:81])[cH:82][cH:83][cH:84]1.[I:17][CH2:18][CH2:19][CH2:20][CH2:21][CH2:22][CH2:23][O:24][CH2:25][CH2:26][C:27]#[C:28][c:29]1[cH:30][c:31]([S:35](=[O:36])(=[O:37])[N:38]([CH2:39][C:40](=[O:41])[NH2:42])[CH2:43][O:44][CH2:45][CH2:46][Si:47]([CH3:48])([CH3:49])[CH3:50])[cH:32][cH:33][cH:34]1.[NH2:1][CH2:2][CH:3]([OH:4])[c:5]1[cH:6][c:7]2[c:8]([cH:15][cH:16]1)[O:9][C:10]([CH3:13])([CH3:14])[O:11][CH2:12]2.[O:85]=[CH:86][N:87]([CH3:88])[CH3:89]>>[NH:1]([CH2:2][CH:3]([OH:4])[c:5]1[cH:6][c:7]2[c:8]([cH:15][cH:16]1)[O:9][C:10]([CH3:13])([CH3:14])[O:11][CH2:12]2)[CH2:18][CH2:19][CH2:20][CH2:21][CH2:22][CH2:23][O:24][CH2:25][CH2:26][C:27]#[C:28][c:29]1[cH:30][c:31]([S:35](=[O:36])(=[O:37])[N:38]([CH2:39][C:40](=[O:41])[NH2:42])[CH2:43][O:44][CH2:45][CH2:46][Si:47]([CH3:48])([CH3:49])[CH3:50])[cH:32][cH:33][cH:34]1. The reactants are C(C)(C)C(C(=O)OCC)C=CC1=CC=C(C=C1)OC (ethyl 2-isopropyl-4-(4-methoxyphenyl)-3-butenoate), [OH-].[K+] (potassium hydroxide). Solvent: CO.O (methanol water). The product is C(C)(C)C(C(=O)O)C=CC1=CC=C(C=C1)OC (2-isopropyl-4-(4-methoxyphenyl)-3-butenoic acid). As a reaction SMILES: [CH:1]([CH:4]([CH:10]=[CH:11][C:12]1[CH:17]=[CH:16][C:15]([O:18][CH3:19])=[CH:14][CH:13]=1)[C:5]([O:7]CC)=[O:6])([CH3:3])[CH3:2].[OH-].[K+]>CO.O>[CH:1]([CH:4]([CH:10]=[CH:11][C:12]1[CH:13]=[CH:14][C:15]([O:18][CH3:19])=[CH:16][CH:17]=1)[C:5]([OH:7])=[O:6])([CH3:3])[CH3:2] |f:1.2,3.4|. Procedure: The thus-prepared ester is hydrolyzed by treatment with potassium hydroxide in methanol/water to give 2-isopropyl-4-(4-methoxyphenyl)-3-butenoic acid, which is reacted with m-phenoxybenzyl bromide using the procedure of Example 1 to give m-phenoxybenzyl 2-isopropyl-4-(4-methoxyphenyl)-3-butenoate, MS m/e 416 (M+).